Dataset: the Open Reaction Database (ORD), a public repository of structured organic reaction records. Task: describe an organic reaction: reactants, conditions, products, and yield Reactants: COCCN1CCC(O)CC1, CCOC(=O)N=NC(=O)OCC, C1CCOC1, O=C1Cc2cc(O)ccc2N1, c1ccc(P(c2ccccc2)c2ccccc2)cc1. Yields the product COCCN1CCC(Oc2ccc3c(c2)CC(=O)N3)CC1. Reaction SMILES: [CH3:12][O:13][CH2:14][CH2:15][N:16]1[CH2:17][CH2:18][CH:19]([OH:22])[CH2:20][CH2:21]1.[O:42]=[C:43]([O:44][CH2:45][CH3:46])[N:47]=[N:48][C:49]([O:50][CH2:51][CH3:52])=[O:53].[O:54]1[CH2:55][CH2:56][CH2:57][CH2:58]1.[OH:1][c:2]1[cH:3][c:4]2[c:8]([cH:9][cH:10]1)[NH:7][C:6](=[O:11])[CH2:5]2.[c:23]1([P:24]([c:25]2[cH:26][cH:27][cH:28][cH:29][cH:30]2)[c:31]2[cH:32][cH:33][cH:34][cH:35][cH:36]2)[cH:37][cH:38][cH:39][cH:40][cH:41]1>>[O:1]([c:2]1[cH:3][c:4]2[c:8]([cH:9][cH:10]1)[NH:7][C:6](=[O:11])[CH2:5]2)[CH:19]1[CH2:18][CH2:17][N:16]([CH2:15][CH2:14][O:13][CH3:12])[CH2:21][CH2:20]1. The reactants are FC1=C(C=O)C=CC(=C1)F (2,4-difluorobenzaldehyde), FC(C(=O)OC(C(F)(F)F)=O)(F)F (trifluoroacetic anhydride), C(C)(C)NC(C)C (diisopropylamine), solution, C(CCC)[Li] (n-butyllithium), CC1(OC(=CC1=O)C)C (2,2,5-trimethyl-3(2H)-furanone). Solvent: O1CCCC1 (tetrahydrofuran), C(C)N(CC)CC (triethylamine), CN(P(=O)(N(C)C)N(C)C)C (Hexamethylphosphoramide), O1CCCC1 (tetrahydrofuran), CCCCCC (hexane), O1CCCC1 (tetrahydrofuran). Run at time 15 minute. Yields the product FC1=C(C=CC(=C1)F)C=CC1=CC(C(O1)(C)C)=O (5-[2-(2,4-Difluorophenyl)ethenyl]-2,2-dimethyl-3(2H)-furanone). The yield is 65.0%. Reaction SMILES: C(NC(C)C)(C)C.C([Li])CCC.[CH3:13][C:14]1([CH3:21])[C:18](=[O:19])[CH:17]=[C:16]([CH3:20])[O:15]1.[F:22][C:23]1[CH:30]=[C:29]([F:31])[CH:28]=[CH:27][C:24]=1[CH:25]=O.FC(F)(F)C(OC(=O)C(F)(F)F)=O>O1CCCC1.CCCCCC.C(N(CC)CC)C.CN(C)P(N(C)C)(N(C)C)=O>[F:22][C:23]1[CH:30]=[C:29]([F:31])[CH:28]=[CH:27][C:24]=1[CH:25]=[CH:20][C:16]1[O:15][C:14]([CH3:21])([CH3:13])[C:18](=[O:19])[CH:17]=1. Procedure details: To a solution of dry diisopropylamine (3.3 mL, 24 mM) in dry tetrahydrofuran (25 mL) at -78° C., was added dropwise 2.3N solution of n-butyllithium in hexane (10.4 mL,24mM). After the reaction solution was stirred 15 minutes, a solution of 2,2,5-trimethyl-3(2H)-furanone (2.0 g, 16 mm) in tetrahydrofuran (10 mL) was added dropwise. Hexamethylphosphoramide (4.4 mL, 24 mM) was then added dropwise after 30 minutes. Finally, 2,4-difluorobenzaldehyde (3.5 mL, 31.8 mM) in tetrahydrofuran (10 mL) was ad...